The task is: describe an organic reaction: reactants, conditions, products, and yield. This data is from the Open Reaction Database (ORD), a public repository of structured organic reaction records. Reactants: C(C)(C)(C)N1N=C(C=C1C(C)C)C(=C)C1=CC=C(C=C1)C=1OCC(N1)(C)C (α-(1-tert-butyl-5-isopropylpyrazol-3-yl)-4-(4,4-dimethyl-1,3-oxazolin-2-yl)styrene), aqueous solution, aqueous solution, Cl (hydrochloric acid), ClCCl.C(C)(=O)OCC (dichloromethane ethyl acetate), aqueous solution, [OH-].[Na+] (sodium hydroxide). Run in C(C)O (ethanol). Conditions: temperature 100 celsius. The product is C(C)(C)(C)N1N=C(C=C1C(C)C)C(=C)C1=CC=C(C(=O)O)C=C1 (4-[1-(1-tert-Butyl-5-isopropylpyrazol-3-yl)ethen-1-yl]benzoic acid). As a reaction SMILES: [C:1]([N:5]1[C:9]([CH:10]([CH3:12])[CH3:11])=[CH:8][C:7]([C:13]([C:15]2[CH:20]=[CH:19]C(C3OCC(C)(C)N=3)=[CH:17][CH:16]=2)=[CH2:14])=[N:6]1)([CH3:4])([CH3:3])[CH3:2].[OH-].[Na+].Cl.ClCCl.[C:34]([O:37]CC)(=[O:36])[CH3:35]>C(O)C>[C:1]([N:5]1[C:9]([CH:10]([CH3:12])[CH3:11])=[CH:8][C:7]([C:13]([C:15]2[CH:16]=[CH:17][C:35]([C:34]([OH:37])=[O:36])=[CH:19][CH:20]=2)=[CH2:14])=[N:6]1)([CH3:2])([CH3:3])[CH3:4] |f:1.2,4.5|. Procedure details: To 5 ml of 130 mg of α-(1-tert-butyl-5-isopropylpyrazol-3-yl)-4-(4,4-dimethyl-1,3-oxazolin-2-yl)styrene in ethanol was added 0.4 ml of a 3N aqueous solution of an acid at room temperature. The resulting mixture was heated under reflux for 30 minutes. To the reaction mixture was added a 5N aqueous solution of sodium hydroxide to adjust its pH to 11, followed by extraction with dichloromethane. The organic layer was washed with saturated saline, dried over anhydrous magnesium sulfate and concentra... The reactants are C(C=C)OC(=O)N1[C@@H](C[C@H](C1)O[Si](C)(C)C(C)(C)C)CC1=NC=CC=C1 ((2R,4R)-1-allyloxycarbonyl-4-t-butyldimethylsilyloxy-2-(2-pyridylmethyl)pyrrolidine), Cl (hydrochloric acid), C([O-])(O)=O.[Na+] (sodium bicarbonate). The solvent is C(C)(=O)OCC (ethyl acetate), C(C)#N (acetonitrile). Run at time 5 hour. Product: C(C=C)OC(=O)N1[C@@H](C[C@H](C1)O)CC1=NC=CC=C1 ((2R,4R)-1-allyloxycarbonyl-4-hydroxy-2-(2-pyridylmethyl) pyrrolidine). The yield is 72.4%. RXN SMILES: [CH2:1]([O:4][C:5]([N:7]1[CH2:11][C@H:10]([O:12][Si](C(C)(C)C)(C)C)[CH2:9][C@H:8]1[CH2:20][C:21]1[CH:26]=[CH:25][CH:24]=[CH:23][N:22]=1)=[O:6])[CH:2]=[CH2:3].Cl.C(=O)(O)[O-].[Na+]>C(#N)C.C(OCC)(=O)C>[CH2:1]([O:4][C:5]([N:7]1[CH2:11][C@H:10]([OH:12])[CH2:9][C@H:8]1[CH2:20][C:21]1[CH:26]=[CH:25][CH:24]=[CH:23][N:22]=1)=[O:6])[CH:2]=[CH2:3] |f:2.3|. Reported procedure: To a solution of (2R,4R)-1-allyloxycarbonyl-4-t-butyldimethylsilyloxy-2-(2-pyridylmethyl)pyrrolidine (4.88 g) in acetonitrile (50 ml) was added dropwise conc. hydrochloric acid (3.3 ml) at room temperature. The reaction mixture was stirred for 5 hours, then neutralized with saturated aqueous sodium bicarbonate and diluted with ethyl acetate. The organic layer was separated, washed with brine, dried over magnesium sulfate and evaporated under reduced pressure to give (2R,4R)-1-allyloxycarbonyl-4-... Reactants: C[O-], CCO, CO, NC1CC1, N#Cc1cc(Cl)nc(Cl)c1, Cl, [Na+]. Yields the product N=C(NC1CC1)c1cc(Cl)nc(Cl)c1. Reaction SMILES: [CH3:11][O-:12].[CH3:19][CH2:20][OH:21].[CH3:22][OH:23].[CH:15]1([NH2:18])[CH2:16][CH2:17]1.[Cl:1][c:2]1[n:3][c:4]([Cl:10])[cH:5][c:6]([C:8]#[N:9])[cH:7]1.[ClH:14].[Na+:13]>>[Cl:1][c:2]1[n:3][c:4]([Cl:10])[cH:5][c:6]([C:8](=[NH:9])[NH:18][CH:15]2[CH2:16][CH2:17]2)[cH:7]1. Reactants: OC1=CC=2C=C3N(C2C=C1)CCC3CC(=O)OC(C)(C)C (tert-butyl 2-(7-hydroxy-2,3-dihydro-1H-pyrrolo[1,2-a]indol-1-yl)acetate), ClCC=1C=CC(=C(C#N)C1)OC (5-(chloromethyl)-2-methoxybenzonitrile). Yields the product C(#N)C=1C=C(COC2=CC=3C=C4N(C3C=C2)CCC4CC(=O)O)C=CC1OC (2-(7-(3-Cyano-4-methoxybenzyloxy)-2,3-dihydro-1H-pyrrolo[1,2-a]indol-1-yl)acetic Acid). RXN SMILES: [OH:1][C:2]1[CH:10]=[CH:9][C:8]2[N:7]3[CH2:11][CH2:12][CH:13]([CH2:14][C:15]([O:17]C(C)(C)C)=[O:16])[C:6]3=[CH:5][C:4]=2[CH:3]=1.Cl[CH2:23][C:24]1[CH:25]=[CH:26][C:27]([O:32][CH3:33])=[C:28]([CH:31]=1)[C:29]#[N:30]>>[C:29]([C:28]1[CH:31]=[C:24]([CH:25]=[CH:26][C:27]=1[O:32][CH3:33])[CH2:23][O:1][C:2]1[CH:10]=[CH:9][C:8]2[N:7]3[CH2:11][CH2:12][CH:13]([CH2:14][C:15]([OH:17])=[O:16])[C:6]3=[CH:5][C:4]=2[CH:3]=1)#[N:30]. Procedure details: From tert-butyl 2-(7-hydroxy-2,3-dihydro-1H-pyrrolo[1,2-a]indol-1-yl)acetate and 5-(chloromethyl)-2-methoxybenzonitrile, the title compound was prepared using a similar method to the one described in Example 1.16, Step A & B. LCMS m/z=377.4 [M+H]+; 1H NMR (400 MHz, CDCl3) δ ppm 2.28-2.37 (m, 1H), 2.68 (dd, J=16.4, 8.3 Hz, 1H), 2.87-2.98 (m, 2H), 3.73-3.81 (m, 1H), 3.94 (s, 3H), 3.99-4.06 (m, 1H), 4.11-4.18 (m, 1H), 5.02 (s, 2H), 6.13 (s, 1H), 6.85 (dd, J=8.7, 2.4 Hz, 1H), 6.98 (d, J=8.6 Hz, 1H),... Procedure details: A suspension of 1H-pyrrolo[2,3-c]pyridine (0.95 g, 8.05 mmol), tert-butyl (4-oxocyclohexyl)carbamate (1.82 g, 8.54 mmol) and KOH (0.95 g, 17.0 mmol) in MeOH (10 mL) was heated at reflux overnight. The solution was added to ice-water (50 mL) and then MeOH (50 mL) was added. The resulting solution was concentrated to circa 50 mL and extracted three times with DCM/MeOH (9:1, 50 mL) and the organic layers were combined and concentrated. The residue was purified by flash chromatography (9:1 DCM/MeOH)... Run in CO (MeOH), CO (MeOH). Yield: 77.7%. The product is N1C=C(C=2C1=CN=CC2)C2=CCC(CC2)NC(OC(C)(C)C)=O (tert-Butyl N-(4-{1H-pyrrolo[2,3-c]pyridin-3-yl}cyclohex-3-en-1-yl)carbamate). The reactants are ice water, N1C=CC=2C1=CN=CC2 (1H-pyrrolo[2,3-c]pyridine), O=C1CCC(CC1)NC(OC(C)(C)C)=O (tert-butyl (4-oxocyclohexyl)carbamate), [OH-].[K+] (KOH). RXN SMILES: [NH:1]1[C:5]2=[CH:6][N:7]=[CH:8][CH:9]=[C:4]2[CH:3]=[CH:2]1.O=[C:11]1[CH2:16][CH2:15][CH:14]([NH:17][C:18](=[O:24])[O:19][C:20]([CH3:23])([CH3:22])[CH3:21])[CH2:13][CH2:12]1.[OH-].[K+]>CO>[NH:1]1[C:5]2=[CH:6][N:7]=[CH:8][CH:9]=[C:4]2[C:3]([C:11]2[CH2:16][CH2:15][CH:14]([NH:17][C:18](=[O:24])[O:19][C:20]([CH3:22])([CH3:21])[CH3:23])[CH2:13][CH:12]=2)=[CH:2]1 |f:2.3|. Reaction SMILES: [OH-].[Na+].[CH:3]([C:5]1[C:14]2[O:15][C:16]3([C:26]([CH3:28])([CH3:27])[C:25]4[C:20](=[CH:21][CH:22]=[CH:23][CH:24]=4)[N:19]3[CH3:29])[CH:17]=[N:18][C:13]=2[C:12]2[C:7](=[CH:8][CH:9]=[CH:10][CH:11]=2)[CH:6]=1)=O.[CH3:30][C:31]1[CH:39]=[CH:38][C:34]([CH2:35][C:36]#[N:37])=[CH:33][CH:32]=1>C1(C)C=CC=CC=1>[C:36]([C:35]([C:34]1[CH:38]=[CH:39][C:31]([CH3:30])=[CH:32][CH:33]=1)=[CH:3][C:5]1[C:14]2[O:15][C:16]3([C:26]([CH3:27])([CH3:28])[C:25]4[C:20](=[CH:21][CH:22]=[CH:23][CH:24]=4)[N:19]3[CH3:29])[CH:17]=[N:18][C:13]=2[C:12]2[C:7](=[CH:8][CH:9]=[CH:10][CH:11]=2)[CH:6]=1)#[N:37] |f:0.1|. Run at time 2 hour. Yields the product C(#N)C(=CC1=CC2=CC=CC=C2C2=C1OC1(C=N2)N(C2=CC=CC=C2C1(C)C)C)C1=CC=C(C=C1)C (5'-(2-Cyano-2-p-tolylvinyl)-1,3,3-trimethylspiro-[indoline-2,3'-[3H]-naphtho[2,1-b][1,4]oxazine]). Reported procedure: 5 ml of a 50% strength sodium hydroxide solution are added to a solution of 0.36 g (1 mmol) of the compound of Example 1, of 0.13 g (1 mmol) of 4-methylbenzyl cyanide and of 0.05 g of polyethylene glycol 400 in 15 ml of toluene. The mixture is left at ambient temperature for 2 hours. The organic phase is separated off, washed with water, dried and evaporated. The product is purified by chromatography on a silica column (CH2Cl2 eluent) The reactants are [OH-].[Na+] (sodium hydroxide), C(=O)C1=CC2=CC=CC=C2C2=C1OC1(C=N2)N(C2=CC=CC=C2C1(C)C)C (5'-Formyl-1,3,3-trimethylspiro[indoline-2,3'-[3H]-naphtho[2,1-b][1,4]oxazine]), CC1=CC=C(CC#N)C=C1 (4-methylbenzyl cyanide), polyethylene glycol 400. Run in C1(=CC=CC=C1)C (toluene). Reactants: C(#N)[C@H](C)NC(OC(C)(C)C)=O ((S)-tert-butyl 1-cyanoethylcarbamate), C(CCCCCCC)C=1C=C(C(=O)O)C=CC1 (3-octylbenzoic acid). Yields the product C(#N)[C@H](C)NC(C1=CC(=CC=C1)CCCCCCCC)=O ((S)—N-(1-cyanoethyl)-3-octylbenzamide). The yield is 34.8%. Reaction SMILES: [C:1]([C@@H:3]([NH:5][C:6](=[O:12])OC(C)(C)C)[CH3:4])#[N:2].[CH2:13]([C:21]1[CH:22]=[C:23]([CH:27]=[CH:28][CH:29]=1)C(O)=O)[CH2:14][CH2:15][CH2:16][CH2:17][CH2:18][CH2:19][CH3:20]>>[C:1]([C@@H:3]([NH:5][C:6](=[O:12])[C:28]1[CH:27]=[CH:23][CH:22]=[C:21]([CH2:13][CH2:14][CH2:15][CH2:16][CH2:17][CH2:18][CH2:19][CH3:20])[CH:29]=1)[CH3:4])#[N:2]. Procedure details: General procedure D was used to deprotect 1.15 mmol of 4 and was then immediately coupled to 1.15 mmol of 35. After flash chromatography 0.115 g (0.4 mmol) of the title product was recovered. 1H NMR (500 MHz, CDCl3) δ 7.68-7.55 (m, 2H), 7.34 (dd, J=2.9, 9.5, 2H), 6.73 (d, J=7.7, 1H), 5.16 (p, J=7.2, 1H), 2.63 (t, J=7.7, 2H), 1.66 (d, J=7.2, 2H), 1.61 (s, 2H), 1.30 (dd, J=21.4, 28.1, 10H), 0.87 (t, J=7.0, 3H). 13C NMR (126 MHz, CDCl3) δ 166.89, 143.81, 143.59, 132.58, 132.52, 128.60, 127.34, 124.... Starting materials: O=C([O-])[O-], [Cs+], [Cs+], CI, CN(C)C=O, CC(C)(C)OC(=O)CC1C(=O)C=C2NCCC(=O)Cn3cnc1c32. The product is CC1C(=O)CCNC2=CC(=O)C(CC(=O)OC(C)(C)C)c3ncn1c32. Reaction SMILES: [C:1](=[O:2])([O-:3])[O-:4].[Cs+:5].[Cs+:6].[I:7][CH3:8].[O:33]=[CH:34][N:35]([CH3:36])[CH3:37].[O:9]=[C:10]1[CH:11]=[C:12]2[c:13]3[n:14]([cH:21][n:22][c:23]3[CH:24]1[CH2:25][C:26](=[O:27])[O:28][C:29]([CH3:30])([CH3:31])[CH3:32])[CH2:15][C:16](=[O:20])[CH2:17][CH2:18][NH:19]2>>[CH3:1][CH:15]1[n:14]2[c:13]3[c:23]([n:22][cH:21]2)[CH:24]([CH2:25][C:26](=[O:27])[O:28][C:29]([CH3:30])([CH3:31])[CH3:32])[C:10](=[O:9])[CH:11]=[C:12]3[NH:19][CH2:18][CH2:17][C:16]1=[O:20]. The reactants are 2-(2-Carbamoyloxyethyl)-5-(3,5-dichlorophenylthio)-4-isopropyl-1-(m-nitrobenzyl)-1H-i-imidazole, ClC=1C=C(C=C(C1)Cl)SC1=C(N=C(N1CC1=CC(=CC=C1)[N+](=O)[O-])CCO)C(C)C (5-(3,5-Dichlorophenylthio)-2-(2-hydroxyethyl)-4-isopropyl-1-m-nitrobenzyl-1H-imidazole), C(N)(=O)OCCC=1N(C(=C(N1)C(C)C)SC1=CC(=CC(=C1)Cl)Cl)CC1=CC=C(C=C1)[N+](=O)[O-] (2-(2-carbamoyloxyethyl)-5-(3,5-dichlorophenylthio)-4-isopropyl-1-(p-nitrobenzyl)-1H-imidazole). Yields the product ClC=1C=C(C=C(C1)Cl)SC1=C(N=C(N1C)CC#N)C(C)C (5-(3,5-Dichlorophenylthio)-4-isopropyl-1-methyl-1H-imidazol-2-ylacetonitrile). Yield: 83.0%. RXN SMILES: [Cl:1][C:2]1[CH:3]=[C:4]([S:9][C:10]2[N:14]([CH2:15]C3C=CC=C([N+]([O-])=O)C=3)[C:13]([CH2:25][CH2:26]O)=[N:12][C:11]=2[CH:28]([CH3:30])[CH3:29])[CH:5]=[C:6]([Cl:8])[CH:7]=1.C(OCCC1N(CC2C=CC([N+]([O-])=O)=CC=2)C(SC2C=C(Cl)C=C(Cl)C=2)=C(C(C)C)N=1)(=O)[NH2:32]>>[Cl:1][C:2]1[CH:3]=[C:4]([S:9][C:10]2[N:14]([CH3:15])[C:13]([CH2:25][C:26]#[N:32])=[N:12][C:11]=2[CH:28]([CH3:30])[CH3:29])[CH:5]=[C:6]([Cl:8])[CH:7]=1. Procedure: 2-(2-Carbamoyloxyethyl)-5-(3,5-dichlorophenylthio)-4-isopropyl-1-(m-nitrobenzyl)-1H-i-imidazole (128b) was obtained from (126b) by the same synthetic process as that for (128a) in Example 140 (yield 83%). mp 167-169° C.